This data is from the Open Reaction Database (ORD), a public repository of structured organic reaction records. The task is: describe an organic reaction: reactants, conditions, products, and yield Reactants: NC1=C(C(=O)O)C=C(C(=C1)[N+](=O)[O-])Cl (2-amino-5-chloro-4-nitrobenzoic acid), NC(=O)N (urea). Solvent: O (water). Reaction conditions: temperature 180 celsius. Yields the product O=C1NC2=CC(=C(C=C2C(N1)=O)Cl)[N+](=O)[O-] (2,4-dioxo-6-chloro-7-nitro-1,2,3,4-tetrahydroquinazoline). The yield is 65.0%. As a reaction SMILES: [NH2:1][C:2]1[CH:10]=[C:9]([N+:11]([O-:13])=[O:12])[C:8]([Cl:14])=[CH:7][C:3]=1[C:4]([OH:6])=O.[NH2:15][C:16](N)=[O:17]>O>[O:17]=[C:16]1[NH:15][C:4](=[O:6])[C:3]2[C:2](=[CH:10][C:9]([N+:11]([O-:13])=[O:12])=[C:8]([Cl:14])[CH:7]=2)[NH:1]1. Reported procedure: A mixture of 6.0 g (27.7 mmol) of 2-amino-5-chloro-4-nitrobenzoic acid and 10.0 g (0.166 mol) of urea was heated at 180° C. for 2.5 hrs. The resulting brown mass was boiled with 200 ml of water. Subsequently, it was filtered off, washed with water and with acetone and dried in a vacuum. 4.35 g (65%) of 2,4-dioxo-6-chloro-7-nitro-1,2,3,4-tetrahydroquinazoline were obtained as a dark brown powder;